This data is from the Open Reaction Database (ORD), a public repository of structured organic reaction records. The task is: describe an organic reaction: reactants, conditions, products, and yield The reactants are COC1=CC=C(C#N)C=C1 (4-methoxybenzonitrile), O (water), C(CCC)[Li] (Butyl lithium), [HeH]O (helioalcohol). Run in C1=CC=CC=C1 (benzene), CCOCC (ether), C1=CC=CC=C1 (benzene). Reaction conditions: time 1 hour. Yields the product O1C2CC3=CC=CC=C3C1C2 (tetrahydro-2,4-epoxynaphthalene). As a reaction SMILES: [CH2:1]([Li])[CH2:2][CH2:3]C.[HeH]O.C[O:9][C:10]1[CH:17]=[CH:16][C:13]([C:14]#N)=[CH:12][CH:11]=1.O>C1C=CC=CC=1.CCOCC>[O:9]1[CH:12]2[CH2:11][CH:10]1[CH2:17][C:16]1[C:13]2=[CH:14][CH:3]=[CH:2][CH:1]=1. Procedure details: Butyl lithium (1.6M hexane solution: 36 ml) was added dropwise to a solution of helioalcohol (4.0 g) in benzene (100 ml) at room temperature. The mixture was stirred at room temperature for one hour, followed by addition of 4-methoxybenzonitrile (3.85 g) in benzene (20 ml). The mixture was stirred at room temperature overnight, followed by addition of water and extraction with ether. The organic layer was washed with water, dried over magnesium sulfate and concentrated under reduced pressure. Th... The reactants are CC(C)=O, CCOC(=O)CCc1cc(F)c(F)c(C(O)COS(=O)(=O)c2ccc(C)cc2)c1, [I-], [Na+]. Yields the product CCOC(=O)CCc1cc(F)c(F)c(C(O)CI)c1. Reaction SMILES: [CH3:32][C:33](=[O:34])[CH3:35].[F:3][c:4]1[cH:5][c:6]([CH2:25][CH2:26][C:27](=[O:28])[O:29][CH2:30][CH3:31])[cH:7][c:8]([CH:11]([CH2:12][O:13][S:14]([c:15]2[cH:16][cH:17][c:18]([CH3:19])[cH:20][cH:21]2)(=[O:22])=[O:23])[OH:24])[c:9]1[F:10].[I-:2].[Na+:1]>>[I:2][CH2:12][CH:11]([c:8]1[cH:7][c:6]([CH2:25][CH2:26][C:27](=[O:28])[O:29][CH2:30][CH3:31])[cH:5][c:4]([F:3])[c:9]1[F:10])[OH:24].